This data is from the Open Reaction Database (ORD), a public repository of structured organic reaction records. The task is: describe an organic reaction: reactants, conditions, products, and yield The reactants are CC(Cc1c[nH]c2cc(Cl)c(F)cc12)NC(=O)OC(C)(C)C, CO, Cl. Product: CC(N)Cc1c[nH]c2cc(Cl)c(F)cc12. As a reaction SMILES: [C:1]([O:2][C:3](=[O:4])[NH:7][CH:8]([CH2:9][c:10]1[cH:11][nH:12][c:13]2[cH:14][c:15]([Cl:20])[c:16]([F:19])[cH:17][c:18]12)[CH3:21])([CH3:5])([CH3:6])[CH3:22].[CH3:24][OH:25].[ClH:23]>>[NH2:7][CH:8]([CH2:9][c:10]1[cH:11][nH:12][c:13]2[cH:14][c:15]([Cl:20])[c:16]([F:19])[cH:17][c:18]12)[CH3:21]. Reactants: C(C)OC(=O)C=1N=NSC1C1=CC=C(C=C1)OCC1CO1 (4-(4-ethoxycarbonyl-1,2,3-thiadiazol-5-yl)-1-(2,3-epoxypropoxy)benzene), ( i ), C(C)O (ethanol). Solvent: Cl.C1C(CCC2=CC=CC=C12)NCC(COC1=CC=C(C=C1)C1=C(N=NS1)C(=O)OCC)O (N-(1,2,3,4-tetrahydronaphth-2-yl)-2-hydroxy-3-[4-(4-ethoxycarbonyl-1,2,3-thiadiazol-5-yl)phenoxy]propanamine hydrochloride). Product: NC1CC2=CC=CC=C2CC1 (2-aminotetralin). RXN SMILES: C(O[C:4]([C:6]1[N:7]=NS[C:10]=1[C:11]1[CH:16]=[CH:15][C:14](OCC2OC2)=[CH:13][CH:12]=1)=O)C.[CH2:22](O)C>Cl.C1C2C(=CC=CC=2)CCC1NCC(O)COC1C=CC(C2SN=NC=2C(OCC)=O)=CC=1>[NH2:7][CH:6]1[CH2:4][CH2:22][C:12]2[C:11](=[CH:16][CH:15]=[CH:14][CH:13]=2)[CH2:10]1 |f:2.3|. Procedure details: Following the procedure of Example 27, but starting from 4-(4-ethoxycarbonyl-1,2,3-thiadiazol-5-yl)-1-(2,3-epoxypropoxy)benzene (2.94 g) and 2-aminotetralin (1.49 g) in absolute ethanol (20 ml), N-(1,2,3,4-tetrahydronaphth-2-yl)-2-hydroxy-3-[4-(4-ethoxycarbonyl-1,2,3-thiadiazol-5-yl)phenoxy]propanamine hydrochloride is obtained ((i): R=H, Ar=radical 63, wherein Z is a 4-COOC2H5 group, and the chain is attached to position 2 of the tetralin moiety). Reactants: CC(C)(C)OC(=O)N1CC2CN(c3cncc(OCc4ccccc4)c3)CC2C1, CC(C)O. The product is CC(C)(C)OC(=O)N1CC2CN(c3cncc(O)c3)CC2C1. RXN SMILES: [CH2:1]([c:2]1[cH:3][cH:4][cH:5][cH:6][cH:7]1)[O:8][c:9]1[cH:10][c:11]([N:15]2[CH2:16][CH:17]3[CH:18]([CH2:19]2)[CH2:20][N:21]([C:23](=[O:24])[O:25][C:26]([CH3:27])([CH3:28])[CH3:29])[CH2:22]3)[cH:12][n:13][cH:14]1.[CH3:30][CH:31]([OH:32])[CH3:33]>>[OH:8][c:9]1[cH:10][c:11]([N:15]2[CH2:16][CH:17]3[CH:18]([CH2:19]2)[CH2:20][N:21]([C:23](=[O:24])[O:25][C:26]([CH3:27])([CH3:28])[CH3:29])[CH2:22]3)[cH:12][n:13][cH:14]1. The reactants are BrC1=C(C=C(OC2OCCCC2)C=C1)C(C)OC1OCCCC1 (2-(4-bromo-3-(1-(tetrahydro-2H-pyran-2-yloxy)ethyl)phenoxy)tetrahydro-2H-pyran), B(OC(C)C)(OC(C)C)OC(C)C ((i-PrO)3B), [Li]CCCC (n-BuLi), B(OC(C)C)(OC(C)C)OC(C)C ((i-PrO)3B), bicyclic ring, Cl (HCl). Solvent: C1CCOC1 (THF). Reaction conditions: temperature -78 celsius, time 21 hour. The product is CC1C2=C(B(O1)O)C=CC(=C2)O (3-methylbenzo[c][1,2]oxaborole-1,5(3H)-diol). Isolated yield 81.5%. Reaction SMILES: Br[C:2]1[CH:14]=[CH:13][C:5]([O:6]C2CCCCO2)=[CH:4][C:3]=1[CH:15]([O:17]C1CCCCO1)[CH3:16].[Li]CCCC.[B:29](OC(C)C)(OC(C)C)[O:30]C(C)C.Cl>C1COCC1>[CH3:16][CH:15]1[O:17][B:29]([OH:30])[C:2]2[CH:14]=[CH:13][C:5]([OH:6])=[CH:4][C:3]1=2. Procedure details: A solution of 2-(4-bromo-3-(1-(tetrahydro-2H-pyran-2-yloxy)ethyl)phenoxy)tetrahydro-2H-pyran (4.38 g, 11.3 mmol) in anhydrous THF (11 mL) was made before cooling the reaction mixture on a −78° C. bath. Reaction mixture was then treated, drop-wise, with n-BuLi (8.48 mL, 13.6 mmol) and allowed to stir for 1 hr before (i-PrO)3B (3.9 mL, 17 mmol) was added via syringe. After the addition of (i-PrO)3B, the reaction mixture was warmed to room temperature and allowed to stir for 21 hr. Cyclization of t... The reactants are N[C@@H](C(C)C)C(=O)O (Val), Amino Acid, N[C@@H]([C@H](O)C)C(=O)O (Thr), peptide, NCC(=O)O (Gly), N[C@@H]([C@@H](C)CC)C(=O)O (Ile), N[C@@H](CC1=CNC2=CC=CC=C12)C(=O)O (Trp). Product: NCC(=O)N[C@@H]([C@@H](C)CC)C(=O)N[C@@H](CC1=CNC2=CC=CC=C12)C(=O)N[C@@H]([C@H](O)C)C(=O)N[C@@H](CC1=CNC2=CC=CC=C12)C(=O)N[C@@H](C(C)C)C(=O)O (Glycyl-isoleucyl-tryptophyl-threonyltryptophyl-valine). As a reaction SMILES: [NH2:1][CH2:2][C:3]([OH:5])=O.[NH2:6][C@H:7]([C:12]([OH:14])=O)[C@H:8]([CH2:10][CH3:11])[CH3:9].[NH2:15][C@H:16]([C:20]([OH:22])=O)[C@@H:17]([CH3:19])[OH:18].[NH2:23][C@H:24]([C:28]([OH:30])=[O:29])[CH:25]([CH3:27])[CH3:26].[NH2:31][C@H:32]([C:43]([OH:45])=O)[CH2:33][C:34]1[C:42]2[C:37](=[CH:38][CH:39]=[CH:40][CH:41]=2)[NH:36][CH:35]=1>>[NH2:31][CH2:32][C:43]([NH:6][C@H:7]([C:12]([NH:31][C@H:32]([C:43]([NH:15][C@H:16]([C:20]([NH:1][C@H:2]([C:3]([NH:23][C@H:24]([C:28]([OH:30])=[O:29])[CH:25]([CH3:27])[CH3:26])=[O:5])[CH2:33][C:34]1[C:42]2[C:37](=[CH:38][CH:39]=[CH:40][CH:41]=2)[NH:36][CH:35]=1)=[O:22])[C@@H:17]([CH3:19])[OH:18])=[O:45])[CH2:33][C:34]1[C:42]2[C:37](=[CH:38][CH:39]=[CH:40][CH:41]=2)[NH:36][CH:35]=1)=[O:14])[C@H:8]([CH2:10][CH3:11])[CH3:9])=[O:45]. Procedure details: 655 mg of the peptide-resin was treated with 1 mL of anisole and 10 mL of HF for one hour at 0° to 4° C. The HF was removed by nitrogen stream and the resultant solids were triturated with diethyl ether (30 mL). The solids were collected by filtration, washed with diethyl ether (3 ×10 mL) and then extracted with 50% TFA/methylene chloride (3×10 mL). The extracts were concentrated by use of a nitrogen stream in a fume hood. To the residue was added diethyl ether (~75 mL) to precipitate the crude ...